Dataset: the Open Reaction Database (ORD), a public repository of structured organic reaction records. Task: describe an organic reaction: reactants, conditions, products, and yield Reactants: [OH-].[Na+] (sodium hydroxide), COC1=CC=C(CS)C=C1 (4-methoxybenzylmercaptan), C(CC#N)#N (malononitrile). Solvent: C(C)O.O (ethanol water), [NH4+].[Cl-] (NH4Cl), O (water). Reaction conditions: temperature 0 celsius, time 3 hour. Product: COC1=CC=C(CSC(CC#N)=N)C=C1 (2-cyano-thioacetimidic acid 4-methoxy-benzyl ester). Isolated yield 60.2%. Reaction SMILES: [OH-].[Na+].[CH3:3][O:4][C:5]1[CH:12]=[CH:11][C:8]([CH2:9][SH:10])=[CH:7][CH:6]=1.[C:13](#[N:17])[CH2:14][C:15]#[N:16]>C(O)C.O.[NH4+].[Cl-].O>[CH3:3][O:4][C:5]1[CH:12]=[CH:11][C:8]([CH2:9][S:10][C:13](=[NH:17])[CH2:14][C:15]#[N:16])=[CH:7][CH:6]=1 |f:0.1,4.5,6.7|. Procedure details: To a solution of sodium hydroxide (13 g, 0.32 mol) in 750 mL of 1:1 ethanol-water at 0° C. was added 4-methoxybenzylmercaptan (50 g, 0.324 mol) and malononitrile (21 g, 0.324 mol). After stirring for 3 hours at 0° C., the mixture was diluted with 500 mL of saturated aqueous NH4Cl, diluted with 4 l of water and filtered. The solids were washed with ether, and the filtrated was diluted with an equal volume of hexane and filtered. The combined solids were dried in vacuo, affording 43 g (60%) of 2-c... Reactants: CC(C)(C)S(N)=O, O=C(c1ccccc1)c1ccccc1, C1COCCO1. Yields the product CC(C)(C)S(=O)N=C(c1ccccc1)c1ccccc1. As a reaction SMILES: [CH3:15][C:16]([CH3:17])([CH3:18])[S:19](=[O:20])[NH2:21].[O:1]=[C:2]([c:3]1[cH:4][cH:5][cH:6][cH:7][cH:8]1)[c:9]1[cH:10][cH:11][cH:12][cH:13][cH:14]1.[O:22]1[CH2:23][CH2:24][O:25][CH2:26][CH2:27]1>>[C:2]([c:3]1[cH:4][cH:5][cH:6][cH:7][cH:8]1)([c:9]1[cH:10][cH:11][cH:12][cH:13][cH:14]1)=[N:21][S:19]([C:16]([CH3:15])([CH3:17])[CH3:18])=[O:20]. Starting materials: CC(=O)OI1(C=2C=CC=CC2C(=O)O1)(OC(=O)C)OC(=O)C (Dess-Martin periodinane), OC(CCC1=CC=C(C=C1)OC1=CC=CC=C1)C=1OC(=CN1)C1=CC=C(C=N1)C(=O)OC (Methyl 6-(2-(1-Hydroxy-3-(4-phenoxyphenyl)propyl)oxazol-5-yl)pyridine-3-carboxylate), C(=O)(O)[O-].[Na+] (NaHCO3). Run in C(Cl)Cl (CH2Cl2). Reaction conditions: time 90 minute. Yields the product O(C1=CC=CC=C1)C1=CC=C(C=C1)CCC(=O)C=1OC(=CN1)C1=CC=C(C=N1)C(=O)OC (methyl 6-(2-(3-(4-phenoxyphenyl)propanoyl)oxazol-5-yl)pyridine-3-carboxylate). Yield: 81.7%. As a reaction SMILES: [OH:1][CH:2]([C:18]1[O:19][C:20]([C:23]2[N:28]=[CH:27][C:26]([C:29]([O:31][CH3:32])=[O:30])=[CH:25][CH:24]=2)=[CH:21][N:22]=1)[CH2:3][CH2:4][C:5]1[CH:10]=[CH:9][C:8]([O:11][C:12]2[CH:17]=[CH:16][CH:15]=[CH:14][CH:13]=2)=[CH:7][CH:6]=1.CC(OI1(OC(C)=O)(OC(C)=O)OC(=O)C2C=CC=CC1=2)=O.C([O-])(O)=O.[Na+]>C(Cl)Cl>[O:11]([C:8]1[CH:7]=[CH:6][C:5]([CH2:4][CH2:3][C:2]([C:18]2[O:19][C:20]([C:23]3[N:28]=[CH:27][C:26]([C:29]([O:31][CH3:32])=[O:30])=[CH:25][CH:24]=3)=[CH:21][N:22]=2)=[O:1])=[CH:10][CH:9]=1)[C:12]1[CH:17]=[CH:16][CH:15]=[CH:14][CH:13]=1 |f:2.3|. Procedure: Methyl 6-(2-(1-Hydroxy-3-(4-phenoxyphenyl)propyl)oxazol-5-yl)pyridine-3-carboxylate (77 mg, 0.18 mmol) was dissolved in anhydrous CH2Cl2 (2.5 mL) and Dess-Martin periodinane (113 mg, 0.268 mmol) was added. The reaction solution was stirred at room temperature under an atmosphere of Ar for 90 min. The addition of saturated aqueous NaHCO3 quenched the reaction and the organic layer was washed with saturated aqueous Na2S2O3 then saturated aqueous NaCl. The organic layer was dried over Na2SO4 and th...